Dataset: the Open Reaction Database (ORD), a public repository of structured organic reaction records. Task: describe an organic reaction: reactants, conditions, products, and yield The reactants are COC=1C=CC(=C(C1)C(C(C)(C)C)O)[N+](=O)[O-] (racemic (R/S)-1-(5-methoxy-2-nitrophenyl)-2,2-dimethyl-1-propanol), [C@]12(C(CC(CC1)C2(C)C)C(=O)Cl)C ((1S)-camphanic chloride). Reagents/catalysts: CN(C)C=1C=CN=CC1 (DMAP). Solvent: C(Cl)Cl (CH2Cl2), C(Cl)Cl (CH2Cl2). Conditions: time 8 hour. The product is [C@]12(C(CC(CC1)C2(C)C)C(=O)OC(C(C)(C)C)C2=C(C=CC(=C2)OC)[N+](=O)[O-])C ((R/S)-1-(5-methoxy-2-nitrophenyl)-2,2-dimethyl-1-propyl (1S)-camphanate). The yield is 85.0%. As a reaction SMILES: [CH3:1][O:2][C:3]1[CH:4]=[CH:5][C:6]([N+:15]([O-:17])=[O:16])=[C:7]([CH:9]([OH:14])[C:10]([CH3:13])([CH3:12])[CH3:11])[CH:8]=1.[C@:18]12([CH3:30])[C:24]([CH3:26])([CH3:25])[CH:21]([CH2:22][CH2:23]1)[CH2:20][CH:19]2[C:27](Cl)=[O:28]>CN(C1C=CN=CC=1)C.C(Cl)Cl>[C@:18]12([CH3:30])[C:24]([CH3:25])([CH3:26])[CH:21]([CH2:22][CH2:23]1)[CH2:20][CH:19]2[C:27]([O:14][CH:9]([C:7]1[CH:8]=[C:3]([O:2][CH3:1])[CH:4]=[CH:5][C:6]=1[N+:15]([O-:17])=[O:16])[C:10]([CH3:13])([CH3:12])[CH3:11])=[O:28]. Procedure: To a solution of racemic (R/S)-1-(5-methoxy-2-nitrophenyl)-2,2-dimethyl-1-propanol (1.75 g, 7.3 mmol) and DMAP (2.92 g, 23.9 mmol) in anhydrous CH2Cl2 (10 mL), (1S)-camphanic chloride (Corrie et al., 1992), which is incorporated by reference) (2.6 g, 12 mmol) was added, and the mixture was stirred overnight at room temperature under a nitrogen atmosphere. The reaction mixture was diluted with CH2Cl2 (50 mL) and washed with saturated NaHCO3 solution (50 mL). The organic phase was dried over Na2SO... Reactants: ClC1=NC=C(C=C1)Cl (2,5-dichloropyridine), C1(=CC=CC=C1)B(O)O (phenylboronic acid). Reagents/catalysts: C1=CC=C(C=C1)P(CCCCP(C2=CC=CC=C2)C3=CC=CC=C3)C4=CC=CC=C4.Cl[Pd]Cl ([1,4-bis(diphenylphosphino)butane]palladium(II) dichloride). Yields the product ClC=1C=CC(=NC1)C1=CC=CC=C1 (5-chloro-2-phenylpyridine). Yield: 74.8%. As a reaction SMILES: Cl[C:2]1[CH:7]=[CH:6][C:5]([Cl:8])=[CH:4][N:3]=1.[C:9]1(B(O)O)[CH:14]=[CH:13][CH:12]=[CH:11][CH:10]=1>C1C=CC(P(C2C=CC=CC=2)CCCCP(C2C=CC=CC=2)C2C=CC=CC=2)=CC=1.Cl[Pd]Cl>[Cl:8][C:5]1[CH:6]=[CH:7][C:2]([C:9]2[CH:14]=[CH:13][CH:12]=[CH:11][CH:10]=2)=[N:3][CH:4]=1 |f:2.3|. Procedure: A 100-mL, round-bottomed flask, fitted with a reflux condenser was charged with 2,5-dichloropyridine (1.00 g, 6.76 mmol), phenylboronic acid (1.07 g, 8.78 mmol), [1,4-bis(diphenylphosphino)butane]palladium(II) dichloride (0.204 g, 0.338 mmol), argon-degassed toluene/ethanol (4:1, 17 mL) and argon-degassed aqueous 1 N sodium carbonate (6.6 mL). The mixture was heated to reflux for 3 h, cooled to room temperature and diluted with water (15 mL) and EtOAc (100 mL). The layers separated and the aqueo... Starting materials: [Al+3], [H-], [H-], [H-], [H-], [Li+], [Na+], N#CCCC1OCCO1, [OH-], O. Product: NCCCC1OCCO1. As a reaction SMILES: [Al+3:2].[H-:1].[H-:4].[H-:5].[H-:6].[Li+:3].[Na+:17].[O:7]1[CH:8]([CH2:12][CH2:13][C:14]#[N:15])[O:9][CH2:10][CH2:11]1.[OH-:16].[OH2:18]>>[O:7]1[CH:8]([CH2:12][CH2:13][CH2:14][NH2:15])[O:9][CH2:10][CH2:11]1. Reactants: ClC1=C(C(=O)NCC23CC4CC(CC(C2)C4)C3)C=C(C=C1)I (2-Chloro-5-iodo-N-(tricyclo[3.3.1.13,7]dec-1-ylmethyl)-benzamide), [Cl-].[Li+] (lithium chloride), C(CCC)C(C=C(CCCC)CCCC)[Sn] (tri-n-butylallyltin), C1(=CC=CC=C1)P(C1=CC=CC=C1)C1=CC=CC=C1 (triphenylphosphine). The reagents and catalysts are Cl[Pd]([P](C1=CC=CC=C1)(C2=CC=CC=C2)C3=CC=CC=C3)([P](C4=CC=CC=C4)(C5=CC=CC=C5)C6=CC=CC=C6)Cl (dichlorobis(triphenylphosphine)palladium(II)). Solvent: [Cl-].[Na+].O (brine), CN(C=O)C (N,N-dimethylformamide). Run at time 25 minute. The product is ClC1=C(C(=O)NCC23CC4CC(CC(C2)C4)C3)C=C(C=C1)CC=C (2-Chloro-5-(2-propenyl)-N-(tricyclo[3.3.1.13,7]dec-1-ylmethyl)-benzamide). Isolated yield 84.4%. Reaction SMILES: [Cl:1][C:2]1[CH:21]=[CH:20][C:19](I)=[CH:18][C:3]=1[C:4]([NH:6][CH2:7][C:8]12[CH2:17][CH:12]3[CH2:13][CH:14]([CH2:16][CH:10]([CH2:11]3)[CH2:9]1)[CH2:15]2)=[O:5].[CH2:23]([CH:27]([Sn])C=C(CCCC)CCCC)[CH2:24]CC.C1(P(C2C=CC=CC=2)C2C=CC=CC=2)C=CC=CC=1.[Cl-].[Li+]>[Cl-].[Na+].O.Cl[Pd](Cl)([P](C1C=CC=CC=1)(C1C=CC=CC=1)C1C=CC=CC=1)[P](C1C=CC=CC=1)(C1C=CC=CC=1)C1C=CC=CC=1.CN(C)C=O>[Cl:1][C:2]1[CH:21]=[CH:20][C:19]([CH2:27][CH:23]=[CH2:24])=[CH:18][C:3]=1[C:4]([NH:6][CH2:7][C:8]12[CH2:17][CH:12]3[CH2:13][CH:14]([CH2:16][CH:10]([CH2:11]3)[CH2:9]1)[CH2:15]2)=[O:5] |f:3.4,5.6.7,^1:24,65,84|. Procedure: 2-Chloro-5-iodo-N-(tricyclo[3.3.1.13,7]dec-1-ylmethyl)-benzamide (prepared as described in WO 99/29661) (7.74 g), tri-n-butylallyltin (5.99 g), dichlorobis(triphenylphosphine)palladium(II) (1.24 g), triphenylphosphine (1.86 g), lithium chloride (6.11 g) and N,N-dimethylformamide. (260 mL) were heated together under nitrogen from 110° C. to 130° C. over 20 minutes, and then at 130° C. for 25 minutes. The mixture was then cooled, poured into brine (500 mL), extracted into ethyl acetate (3×250 mL),... Starting materials: O=C([O-])[O-], COC(=O)Cc1cccc(OCCCBr)c1, CC#N, NCc1cccc(C(F)(F)F)c1Cl, [K+], [K+]. Yields the product COC(=O)Cc1cccc(OCCCNCc2cccc(C(F)(F)F)c2Cl)c1. As a reaction SMILES: [C:30](=[O:31])([O-:32])[O-:33].[CH3:1][O:2][C:3]([CH2:4][c:5]1[cH:6][c:7]([O:11][CH2:12][CH2:13][CH2:14][Br:15])[cH:8][cH:9][cH:10]1)=[O:16].[CH3:36][C:37]#[N:38].[Cl:17][c:18]1[c:19]([CH2:20][NH2:21])[cH:22][cH:23][cH:24][c:25]1[C:26]([F:27])([F:28])[F:29].[K+:34].[K+:35]>>[CH3:1][O:2][C:3]([CH2:4][c:5]1[cH:6][c:7]([O:11][CH2:12][CH2:13][CH2:14][NH:21][CH2:20][c:19]2[c:18]([Cl:17])[c:25]([C:26]([F:27])([F:28])[F:29])[cH:24][cH:23][cH:22]2)[cH:8][cH:9][cH:10]1)=[O:16]. Yields the product COC=1C=C2C(=CN(C2=CC1OC)CCOC)C1=CC=2C(=NC=CC2)N1 (2-[5,6-dimethoxy-1-(2-methoxyethyl)-1H-indol-3-yl]-1H-pyrrolo[2,3-b]pyridine). Run at temperature 50 celsius, time 5 hour. The yield is 34.2%. Reaction SMILES: [CH3:1][O:2][C:3]1[CH:4]=[C:5]2[C:9](=[CH:10][C:11]=1[O:12][CH3:13])[N:8]([CH2:14][CH2:15][O:16][CH3:17])[CH:7]=[C:6]2[C:18]1[N:26](S(C2C=CC(C)=CC=2)(=O)=O)[C:21]2=[N:22][CH:23]=[CH:24][CH:25]=[C:20]2[CH:19]=1.[OH-].[K+]>>[CH3:1][O:2][C:3]1[CH:4]=[C:5]2[C:9](=[CH:10][C:11]=1[O:12][CH3:13])[N:8]([CH2:14][CH2:15][O:16][CH3:17])[CH:7]=[C:6]2[C:18]1[NH:26][C:21]2=[N:22][CH:23]=[CH:24][CH:25]=[C:20]2[CH:19]=1 |f:1.2|. Reported procedure: 0.080 g of 2-[5,6-dimethoxy-1-(2-methoxyethyl)-1H-indol-3-yl]-1-(toluene-4-sulfonyl)-1H-pyrrolo[2,3-b]pyridine is added, at a temperature in the region of 20° C., to a solution of 3.1 ml of methanolic potassium hydroxide (0.1 g/ml; 1.78M). The reaction medium is agitated at this same temperature for 5 hours. The reaction medium is then heated at 50° C. for 4 hours. After cooling, the solid formed is filtered off through sintered glass, washed twice with 3 ml of methanol, and then 5 times with 5 ... Starting materials: COC=1C=C2C(=CN(C2=CC1OC)CCOC)C1=CC=2C(=NC=CC2)N1S(=O)(=O)C1=CC=C(C=C1)C (2-[5,6-dimethoxy-1-(2-methoxyethyl)-1H-indol-3-yl]-1-(toluene-4-sulfonyl)-1H-pyrrolo[2,3-b]pyridine), [OH-].[K+] (potassium hydroxide). Starting materials: CC=1C(=C(C(=O)[O-])C=CC1)OC1=CC=C(C=C1)CCC1=CC=2C(CCC(C2C=C1CN1N=CC=C1)(C)C)(C)C (Methyl-4-[2-(5,5,8,8-tetramethyl-3-(pyrazol-1-ylmethyl)-5,6,7,8-tetrahydronaphthalen-2-yl)ethyl]phenoxybenzoate), Cl (hydrochloric acid). The solvent is [Li+].[OH-] (LiOH), C(C)O (ethyl alcohol). The product is CC1(C=2C=C(C(=CC2C(CC1)(C)C)CCC1=CC=C(OC2=C(C(=O)O)C=CC=C2)C=C1)CN1N=CC=C1)C (4-[2-(5,5,8,8-tetramethyl-3-((pyrazol-1-yl)methyl)-5,6,7,8-tetrahydronaphthalen-2-yl)ethyl]phenoxy benzoic acid). Yield: 67.8%. As a reaction SMILES: C[C:2]1[C:3]([O:11][C:12]2[CH:17]=[CH:16][C:15]([CH2:18][CH2:19][C:20]3[C:29]([CH2:30][N:31]4[CH:35]=[CH:34][CH:33]=[N:32]4)=[CH:28][C:27]4[C:26]([CH3:37])([CH3:36])[CH2:25][CH2:24][C:23]([CH3:39])([CH3:38])[C:22]=4[CH:21]=3)=[CH:14][CH:13]=2)=[C:4]([CH:8]=[CH:9][CH:10]=1)[C:5]([O-:7])=[O:6].Cl>[Li+].[OH-].C(O)C>[CH3:36][C:26]1([CH3:37])[CH2:25][CH2:24][C:23]([CH3:38])([CH3:39])[C:22]2[CH:21]=[C:20]([CH2:19][CH2:18][C:15]3[CH:16]=[CH:17][C:12]([O:11][C:3]4[CH:2]=[CH:10][CH:9]=[CH:8][C:4]=4[C:5]([OH:7])=[O:6])=[CH:13][CH:14]=3)[C:29]([CH2:30][N:31]3[CH:35]=[CH:34][CH:33]=[N:32]3)=[CH:28][C:27]1=2 |f:2.3|. Procedure: A solution of 0.131 g (0.293 mmol) of Methyl-4-[2-(5,5,8,8-tetramethyl-3-(pyrazol-1-ylmethyl)-5,6,7,8-tetrahydronaphthalen-2-yl)ethyl]phenoxybenzoate in 3 ml 1M LiOH and 10 ml ethyl alcohol was heated to reflux. After 2 hours the reaction was cooled to room temperature and acidified with 1M hydrochloric acid. The aqueous layer was extracted with ethyl ether, washed with brine, dried over anhydrous sodium sulfate and concentrated in vacuo. The crude material was purified by flash chromatography (... The reactants are C(C)(C)(C)OC(=O)N1CCNCC1 (1-tert-butoxycarbonylpiperazine), ICCCC=1OC=CC1 (2-(3-iodopropyl)furan), CN(C=O)C (N,N-dimethylformamide), C([O-])([O-])=O.[K+].[K+] (potassium carbonate). Run in C(C)(=O)OCC (ethyl acetate). Run at time 8 hour. Product: C(C)(C)(C)OC(=O)N1CCN(CC1)CCCC=1OC=CC1 (1-tert-butoxycarbonyl-4-[3-(2-furyl)propyl]piperazine). Isolated yield 81.8%. Reaction SMILES: [C:1]([O:5][C:6]([N:8]1[CH2:13][CH2:12][NH:11][CH2:10][CH2:9]1)=[O:7])([CH3:4])([CH3:3])[CH3:2].I[CH2:15][CH2:16][CH2:17][C:18]1[O:19][CH:20]=[CH:21][CH:22]=1.CN(C)C=O.C(=O)([O-])[O-].[K+].[K+]>C(OCC)(=O)C>[C:1]([O:5][C:6]([N:8]1[CH2:13][CH2:12][N:11]([CH2:15][CH2:16][CH2:17][C:18]2[O:19][CH:20]=[CH:21][CH:22]=2)[CH2:10][CH2:9]1)=[O:7])([CH3:4])([CH3:2])[CH3:3] |f:3.4.5|. Reported procedure: To a mixture of 1.16 g of 1-tert-butoxycarbonylpiperazine, 1.47 g of 2-(3-iodopropyl)furan and 20 ml of N,N-dimethylformamide was added 0.86 g of anhydrous potassium carbonate, and the mixture was stirred overnight at room temperature. To the reaction solution was added 300 ml of ethyl acetate, the solution was washed successively with water and saturated aqueous solution of sodium chloride, dried over anhydrous magnesium sulfate and concentrated under reduced pressure. The residue was subjected... RXN SMILES: [I-].[CH2:2]([N+:6]1[C:10]([CH3:11])=[C:9]([CH3:12])[S:8][C:7]=1[CH3:13])[CH2:3][CH2:4][CH3:5].[F:14][C:15]([F:30])([F:29])[C:16]1[CH:24]=[CH:23][C:22]([C:25]([F:28])([F:27])[F:26])=[CH:21][C:17]=1[C:18](Cl)=[O:19]>CN(C1C=CN=CC=1)C>[F:14][C:15]([F:29])([F:30])[C:16]1[CH:24]=[CH:23][C:22]([C:25]([F:26])([F:27])[F:28])=[CH:21][C:17]=1[C:18](=[O:19])/[CH:13]=[C:7]1\[S:8][C:9]([CH3:12])=[C:10]([CH3:11])[N:6]\1[CH2:2][CH2:3][CH2:4][CH3:5] |f:0.1|. Starting materials: [I-].C(CCC)[N+]1=C(SC(=C1C)C)C (3-butyl-2,4,5-trimethylthiazol-3-ium iodide), TEA, FC(C1=C(C(=O)Cl)C=C(C=C1)C(F)(F)F)(F)F (2,5-bis(trifluoromethyl)benzoyl chloride). Procedure: In a 20 mL vial 3-butyl-2,4,5-trimethylthiazol-3-ium iodide (48 mg in 0.5 mL DMA, 0.16 mmol, 1 equiv.) was added, followed by TEA (38 mg in 0.5 mL DMA, 0.37 mmol, 2.4 equiv.) and the solution went black. DMAP (2 mg in 0.5 mL DMA, 0.016 mmol, 0.1 equiv) was added next, followed by 2,5-bis(trifluoromethyl)benzoyl chloride (0.9 mL of 0.2M in DMA, 1.2 equiv). The mixture was shaken overnight at room temperature and then concentrated in vacuo. The resulting residue was taken up in 1:1 DMSO/MeOH and p... The product is FC(C1=C(C=C(C=C1)C(F)(F)F)C(\C=C\1/SC(=C(N1CCCC)C)C)=O)(F)F ((2Z)-1-[2,5-bis(trifluoromethyl)phenyl]-2-(3-butyl-4,5-dimethyl-1,3-thiazol-2(3H)-ylidene)ethanone). Reaction conditions: time 8 hour. Reagents/catalysts: CN(C)C=1C=CN=CC1 (DMAP). Reactants: N1CCC(CC1)C1OC2=C(CN3C1=CC=C3)C=CC=C2 (11-(piperidin-4-yl)-5H,11H-pyrrolo[2,1-c][1,4]benzoxazepine), ClCCCN1C(NC2=C1C=CC=C2)=O (1-(3-chloropropyl)-1,3-dihydro-2H-benzimidazol-2-one), C(=O)([O-])[O-].[K+].[K+] (K2CO3). Solvent: CN(C)C=O (DMF). Product: C(C(=O)O)(=O)O.O=C1NC2=C(N1CCCN1CCC(CC1)C1OC3=C(CN4C1=CC=C4)C=CC=C3)C=CC=C2 (11-{1-[3-(1,3-Dihydro-2-oxo-2H-benzimidazol-1-yl)propyl]piperidin-4-yl}-5H,11H-pyrrolo[2,1-c][1,4]benzoxazepine oxalate). RXN SMILES: [NH:1]1[CH2:6][CH2:5][CH:4]([CH:7]2[C:13]3=[CH:14][CH:15]=[CH:16][N:12]3[CH2:11][C:10]3[CH:17]=[CH:18][CH:19]=[CH:20][C:9]=3[O:8]2)[CH2:3][CH2:2]1.Cl[CH2:22][CH2:23][CH2:24][N:25]1[C:29]2[CH:30]=[CH:31][CH:32]=[CH:33][C:28]=2[NH:27][C:26]1=[O:34].[C:35]([O-])([O-:37])=[O:36].[K+].[K+]>CN(C=O)C>[C:26]([OH:34])(=[O:8])[C:35]([OH:37])=[O:36].[O:34]=[C:26]1[N:25]([CH2:24][CH2:23][CH2:22][N:1]2[CH2:2][CH2:3][CH:4]([CH:7]3[C:13]4=[CH:14][CH:15]=[CH:16][N:12]4[CH2:11][C:10]4[CH:17]=[CH:18][CH:19]=[CH:20][C:9]=4[O:8]3)[CH2:5][CH2:6]2)[C:29]2[CH:30]=[CH:31][CH:32]=[CH:33][C:28]=2[NH:27]1 |f:2.3.4,6.7|. Procedure details: To 50 ml dry DMF were added 11-(piperidin-4-yl)-5H,11H-pyrrolo[2,1-c][1,4]benzoxazepine (5.0 g, 0.0186 mole), 1-(3-chloropropyl)-1,3-dihydro-2H-benzimidazol-2-one (4.0 g 0.019 mole), milled K2CO3 (10 g, 0.07 mole) and KI (0.01 g).